This data is from the Open Reaction Database (ORD), a public repository of structured organic reaction records. The task is: describe an organic reaction: reactants, conditions, products, and yield The product is CS(=O)(=O)c1ccc(Sc2cc(F)ccc2OCC(=O)O)c(Cl)c1. Reactants: C1CCOC1, CC(Br)C(=O)[O-], CS(=O)(=O)c1ccc(Sc2cc(F)ccc2O)c(Cl)c1, Cl, [H-], [Na+], [Na+], CN(C)C=O, [OH-], O. Reaction SMILES: [CH2:38]1[O:39][CH2:40][CH2:41][CH2:42]1.[CH3:23][CH:24]([C:25](=[O:26])[O-:27])[Br:28].[Cl:3][c:4]1[c:5]([S:14][c:15]2[c:16]([OH:22])[cH:17][cH:18][c:19]([F:21])[cH:20]2)[cH:6][cH:7][c:8]([S:10](=[O:11])(=[O:12])[CH3:13])[cH:9]1.[ClH:31].[H-:1].[Na+:2].[Na+:30].[O:32]=[CH:33][N:34]([CH3:35])[CH3:36].[OH-:29].[OH2:37]>>[Cl:3][c:4]1[c:5]([S:14][c:15]2[c:16]([O:22][CH2:24][C:25](=[O:26])[OH:27])[cH:17][cH:18][c:19]([F:21])[cH:20]2)[cH:6][cH:7][c:8]([S:10](=[O:11])(=[O:12])[CH3:13])[cH:9]1. Reactants: COC=1C=C(C=O)C=C(C1OC)CCC (3,4-dimethoxy-5-propylbenzaldehyde), [BH4-].[Na+] (sodium borohydride). Solvent: CC(C)O (2-propanol). Yields the product COC=1C=C(C=C(C1OC)CCC)CO (3,4-Dimethoxy-5-propylbenzenemethanol). Isolated yield 72.0%. As a reaction SMILES: [CH3:1][O:2][C:3]1[CH:4]=[C:5]([CH:8]=[C:9]([CH2:13][CH2:14][CH3:15])[C:10]=1[O:11][CH3:12])[CH:6]=[O:7].[BH4-].[Na+]>CC(O)C>[CH3:1][O:2][C:3]1[CH:4]=[C:5]([CH2:6][OH:7])[CH:8]=[C:9]([CH2:13][CH2:14][CH3:15])[C:10]=1[O:11][CH3:12] |f:1.2|. Procedure details: A solution of 3,4-dimethoxy-5-propylbenzaldehyde (11 g) and sodium borohydride (2 g) in 2-propanol (100 ml) was stirred at room temperature for 2 hours. The mixture was quenched with 2N HCl (200 ml) and extracted with ethyl acetate. The organic phase was separated, washed with brine, dried over MgSO4, filtered and evaporated to leave a yellow oil which was purified by Kugelrohr bulb to bulb distillation at 1 mm Hg air bath temperature 150° to give the sub-title compound as a colorless oil (8 g). The reactants are ClC1=NC(=C(C(=N1)C(=O)OCC)[N+](=O)[O-])NC1=C(C=CC=C1)OC (Ethyl 2-chloro-6-(2-methoxyphenylamino)-5-nitropyrimidine-4-carboxylate), N[C@H]1CC[C@H](CC1)O (cis-4-aminocyclohexanol), C(C)(C)N(CC)C(C)C (diisopropylethylamine), O[C@H]1CC[C@H](CC1)NC1=NC(=C(C(=N1)C(=O)OCC)[N+](=O)[O-])NC1=C(C=CC=C1)OC (Ethyl 2-(cis-4-hydroxycyclohexylamino)-6-(2-methoxyphenylamino)-5-nitropyrimidine-4-carboxylate), CN(C=O)C (dimethylformamide). The product is C(N)(O[C@@H]1CC[C@@H](CC1)NC1=NC(=C2NC(N(C2=N1)C1=C(C=CC=C1)OC)=O)C(N)=O)=O ((CIS)-4-(6-CARBAMOYL-9-(2-METHOXYPHENYL)-8-OXO-8,9-DIHYDRO-7H-PURIN-2-YLAMINO)CYCLOHEXYL CARBAMATE). Isolated yield 93.0%. RXN SMILES: [OH:1][C@@H:2]1CC[C@H](NC2N=C(C(OCC)=O)C([N+]([O-])=O)=C(NC3C=CC=CC=3OC)N=2)CC1.Cl[C:33]1[N:38]=[C:37]([C:39]([O:41]CC)=O)[C:36]([N+:44]([O-])=O)=[C:35]([NH:47][C:48]2[CH:53]=[CH:52][CH:51]=[CH:50][C:49]=2[O:54][CH3:55])[N:34]=1.[NH2:56][C@@H:57]1[CH2:62][CH2:61][C@H:60]([OH:63])[CH2:59][CH2:58]1.C([N:67](C(C)C)CC)(C)C.C[N:74](C)[CH:75]=[O:76]>>[C:75](=[O:76])([O:63][C@H:60]1[CH2:61][CH2:62][C@@H:57]([NH:56][C:33]2[N:34]=[C:35]3[C:36]([NH:44][C:2](=[O:1])[N:47]3[C:48]3[CH:53]=[CH:52][CH:51]=[CH:50][C:49]=3[O:54][CH3:55])=[C:37]([C:39](=[O:41])[NH2:67])[N:38]=2)[CH2:58][CH2:59]1)[NH2:74]. Reported procedure: Ethyl 2-(cis-4-hydroxycyclohexylamino)-6-(2-methoxyphenylamino)-5-nitropyrimidine-4-carboxylate. Ethyl 2-chloro-6-(2-methoxyphenylamino)-5-nitropyrimidine-4-carboxylate (See Example 30.A) (0.300 g, 0.852 mmol), cis-4-aminocyclohexanol (0.155 g, 1.022 mmol) and diisopropylethylamine (0.274 g, 2.13 mmol) were reacted according to General Procedure C, except at room temperature and in dimethylformamide (5 ml). The crude reaction mixture was condensed and purified using Biotage chromatography (0-100... Starting materials: FC1=C(C=C(C(=O)O)C=C1)[N+](=O)[O-] (4-Fluoro-3-nitrobenzoic acid), OC1=C(C(=O)OC)C=CC=C1 (methyl 2-hydroxybenzoate), C(=O)([O-])[O-].[Cs+].[Cs+] (Cs2CO3). The solvent is C(C)#N (acetonitrile), CCOC(=O)C (AcOEt). Reaction conditions: temperature 80 celsius, time 3 hour. The product is COC(=O)C1=C(OC2=C(C=C(C(=O)O)C=C2)[N+](=O)[O-])C=CC=C1 (4-(2-(Methoxycarbonyl)phenoxy)-3-nitrobenzoic acid). Isolated yield 88.1%. Reaction SMILES: F[C:2]1[CH:10]=[CH:9][C:5]([C:6]([OH:8])=[O:7])=[CH:4][C:3]=1[N+:11]([O-:13])=[O:12].[OH:14][C:15]1[CH:24]=[CH:23][CH:22]=[CH:21][C:16]=1[C:17]([O:19][CH3:20])=[O:18].C([O-])([O-])=O.[Cs+].[Cs+]>C(#N)C.CCOC(C)=O>[CH3:20][O:19][C:17]([C:16]1[CH:21]=[CH:22][CH:23]=[CH:24][C:15]=1[O:14][C:2]1[CH:10]=[CH:9][C:5]([C:6]([OH:8])=[O:7])=[CH:4][C:3]=1[N+:11]([O-:13])=[O:12])=[O:18] |f:2.3.4|. Procedure details: 4-Fluoro-3-nitrobenzoic acid (5.0 g, 27.0 mmol), methyl 2-hydroxybenzoate (4.11 g, 27.0 mmol) and Cs2CO3 (18.49 g, 56.7 mmol) were dissolved in acetonitrile (100 mL) and stirred at 80° C. for 3 h. The reaction mixture was diluted with AcOEt and washed with 1M HCl and water. The organic layer was separated, dried with Na2SO4, filtered and concentrated via rotary evaporation to afford the title compound 545 (7.55 g, 88%) as a light yellow foam. Starting materials: CC(C)(C)OC(=O)COC1CCN(c2cc3cccnc3c(-c3cccc(C#N)c3)n2)CC1, ClCCl, O=C(O)C(F)(F)F. Yields the product N#Cc1cccc(-c2nc(N3CCC(OCC(=O)O)CC3)cc3cccnc23)c1. As a reaction SMILES: [C:8]([CH3:9])([CH3:10])([CH3:11])[O:12][C:13]([CH2:14][O:15][CH:16]1[CH2:17][CH2:18][N:19]([c:22]2[cH:23][c:24]3[cH:25][cH:26][cH:27][n:28][c:29]3[c:30](-[c:32]3[cH:33][c:34]([C:38]#[N:39])[cH:35][cH:36][cH:37]3)[n:31]2)[CH2:20][CH2:21]1)=[O:40].[Cl:41][CH2:42][Cl:43].[F:1][C:2]([F:3])([F:4])[C:5]([OH:6])=[O:7]>>[O:12]=[C:13]([CH2:14][O:15][CH:16]1[CH2:17][CH2:18][N:19]([c:22]2[cH:23][c:24]3[cH:25][cH:26][cH:27][n:28][c:29]3[c:30](-[c:32]3[cH:33][c:34]([C:38]#[N:39])[cH:35][cH:36][cH:37]3)[n:31]2)[CH2:20][CH2:21]1)[OH:40]. Starting materials: O=C1CCC(=O)N1Br, ClC(Cl)(Cl)Cl, Cc1cnc2ccccc2c1, CC(C)(C#N)N=NC(C)(C)C#N. Product: BrCc1cnc2ccccc2c1. Reaction SMILES: [Br:12][N:13]1[C:14](=[O:15])[CH2:16][CH2:17][C:18]1=[O:19].[C:32]([Cl:33])([Cl:34])([Cl:35])[Cl:36].[CH3:1][c:2]1[cH:3][n:4][c:5]2[cH:6][cH:7][cH:8][cH:9][c:10]2[cH:11]1.[N:20]([C:21]([CH3:22])([CH3:23])[C:24]#[N:25])=[N:26][C:27]([CH3:28])([CH3:29])[C:30]#[N:31]>>[CH2:1]([c:2]1[cH:3][n:4][c:5]2[cH:6][cH:7][cH:8][cH:9][c:10]2[cH:11]1)[Br:12]. The reactants are N1CCCCC1 (piperidine), C(C)(=O)O (acetic acid), C(=O)C=1C(=CC(=NC1)N1CCN(CC1)C(=O)OC(C)(C)C)O (t-butyl 4-(5-formyl-4-hydroxypyridin-2-yl)piperazine-1-carboxylate), CC1=CC=2N(C=C1)C=C(N2)CC(=O)OCC (ethyl 2-(7-methylimidazo[1,2-a]pyridin-2-yl)acetate). Run in CCO (EtOH), O (water). Reaction conditions: temperature 120 celsius. The product is CC1=CC=2N(C=C1)C=C(N2)C2=CC=1C=NC(=CC1OC2=O)N2CCN(CC2)C(=O)OC(C)(C)C (t-butyl 4-(3-(7-methylimidazo[1,2-a]pyridin-2-yl)-2-oxo-2H-pyrano[3,2-c]pyridin-7-yl)piperazine-1-carboxylate). Isolated yield 62.3%. As a reaction SMILES: [CH:1]([C:3]1[C:4]([OH:22])=[CH:5][C:6]([N:9]2[CH2:14][CH2:13][N:12]([C:15]([O:17][C:18]([CH3:21])([CH3:20])[CH3:19])=[O:16])[CH2:11][CH2:10]2)=[N:7][CH:8]=1)=O.[CH3:23][C:24]1[CH:29]=[CH:28][N:27]2[CH:30]=[C:31]([CH2:33][C:34](OCC)=[O:35])[N:32]=[C:26]2[CH:25]=1.N1CCCCC1.C(O)(=O)C>CCO.O>[CH3:23][C:24]1[CH:29]=[CH:28][N:27]2[CH:30]=[C:31]([C:33]3[C:34](=[O:35])[O:22][C:4]4[CH:5]=[C:6]([N:9]5[CH2:10][CH2:11][N:12]([C:15]([O:17][C:18]([CH3:19])([CH3:21])[CH3:20])=[O:16])[CH2:13][CH2:14]5)[N:7]=[CH:8][C:3]=4[CH:1]=3)[N:32]=[C:26]2[CH:25]=1. Procedure details: To a mixture of t-butyl 4-(5-formyl-4-hydroxypyridin-2-yl)piperazine-1-carboxylate (124 mg, 0.40 mmol) and ethyl 2-(7-methylimidazo[1,2-a]pyridin-2-yl)acetate (96 mg, 0.44 mmol) in EtOH (0.2 mL) were added piperidine (0.3 mL) and acetic acid (0.1 mL). The reaction mixture was heated to 120° C. for 15 hours and cooled to room temperature. To the mixture was added water (2 mL) to give a precipitate. The precipitate was filtered and washed with water and then ether. After drying under nitrogen, 115...